This data is from the Open Reaction Database (ORD), a public repository of structured organic reaction records. The task is: describe an organic reaction: reactants, conditions, products, and yield Starting materials: CCOC(C)=O, O=C(Cl)Cl, CC(Oc1ccc(Cl)cc1)c1nnc(N)s1. Yields the product CC(Oc1ccc(Cl)cc1)c1nnc(N=C=O)s1. As a reaction SMILES: [CH2:21]([O:22][C:23](=[O:24])[CH3:25])[CH3:26].[Cl:1][C:2]([Cl:3])=[O:4].[Cl:5][c:6]1[cH:7][cH:8][c:9]([O:10][CH:11]([CH3:12])[c:13]2[n:14][n:15][c:16]([NH2:18])[s:17]2)[cH:19][cH:20]1>>[C:2](=[O:4])=[N:18][c:16]1[n:15][n:14][c:13]([CH:11]([O:10][c:9]2[cH:8][cH:7][c:6]([Cl:5])[cH:20][cH:19]2)[CH3:12])[s:17]1.